describe an organic reaction: reactants, conditions, products, and yield From a dataset of the Open Reaction Database (ORD), a public repository of structured organic reaction records. Reactants: FC=1C=C(C=C(C1)F)CC(=O)N[C@@H](C)C(=O)O (N-(3,5-difluorophenylacetyl)-L-alanine), solid, Cl.N[C@H](C(=O)OC)CC1=CC=CC2=CC=CC=C12 (methyl (S)-2-amino-3-(1-naphthyl)propionate hydrochloride). The solvent is CO.C(Cl)Cl (MeOH methylene chloride). The product is FC=1C=C(C=C(C1)F)CC(=O)N[C@@H](C)C(=O)N[C@H](C(=O)OC)CC1=CC=CC2=CC=CC=C12 (Methyl N-[N-(3,5Difluorophenylacetyl)-L-alaninyl]-(S)-2-amino-3-(1-naphthyl)propionate). Reaction SMILES: [F:1][C:2]1[CH:3]=[C:4]([CH2:9][C:10]([NH:12][C@H:13]([C:15]([OH:17])=O)[CH3:14])=[O:11])[CH:5]=[C:6]([F:8])[CH:7]=1.Cl.[NH2:19][C@@H:20]([CH2:25][C:26]1[C:35]2[C:30](=[CH:31][CH:32]=[CH:33][CH:34]=2)[CH:29]=[CH:28][CH:27]=1)[C:21]([O:23][CH3:24])=[O:22]>CO.C(Cl)Cl>[F:8][C:6]1[CH:5]=[C:4]([CH2:9][C:10]([NH:12][C@H:13]([C:15]([NH:19][C@@H:20]([CH2:25][C:26]2[C:35]3[C:30](=[CH:31][CH:32]=[CH:33][CH:34]=3)[CH:29]=[CH:28][CH:27]=2)[C:21]([O:23][CH3:24])=[O:22])=[O:17])[CH3:14])=[O:11])[CH:3]=[C:2]([F:1])[CH:7]=1 |f:1.2,3.4|. Reported procedure: Following General Procedure B and using N-(3,5-difluorophenylacetyl)-L-alanine (from Example B2 above) and methyl (S)-2-amino-3-(1-naphthyl)propionate hydrochloride (Bachem), the title compound was prepared as a solid (mp=103-130° C.). The reaction was monitored by tlc (Rf=0.8 in 5% MeOH/methylene chloride) and the product was purified by flash column chromatography using 6% MeOH/methylene chloride as the eluent. The reactants are ClCCCl, Cc1cn(CC(Oc2ccc(CCc3ccc(F)cc3)c(C(=O)O)c2)c2nccs2)cn1, COC(=O)C(N)CCSC, CN(C)c1ccncc1, ClCCl, Cl. Product: COC(=O)C(CCSC)NC(=O)c1cc(OC(Cn2cnc(C)c2)c2nccs2)ccc1CCc1ccc(F)cc1. As a reaction SMILES: [CH2:44]([Cl:45])[CH2:46][Cl:47].[CH3:1][c:2]1[n:3][cH:4][n:5]([CH2:7][CH:8]([O:9][c:10]2[cH:11][cH:12][c:13]([CH2:19][CH2:20][c:21]3[cH:22][cH:23][c:24]([F:27])[cH:25][cH:26]3)[c:14]([C:15](=[O:16])[OH:17])[cH:18]2)[c:28]2[s:29][cH:30][cH:31][n:32]2)[cH:6]1.[CH3:34][O:35][C:36]([CH:37]([NH2:38])[CH2:39][CH2:40][S:41][CH3:42])=[O:43].[CH3:48][N:49]([c:50]1[cH:51][cH:52][n:53][cH:54][cH:55]1)[CH3:56].[Cl:57][CH2:58][Cl:59].[ClH:33]>>[CH3:1][c:2]1[n:3][cH:4][n:5]([CH2:7][CH:8]([O:9][c:10]2[cH:11][cH:12][c:13]([CH2:19][CH2:20][c:21]3[cH:22][cH:23][c:24]([F:27])[cH:25][cH:26]3)[c:14]([C:15](=[O:16])[NH:38][CH:37]([C:36]([O:35][CH3:34])=[O:43])[CH2:39][CH2:40][S:41][CH3:42])[cH:18]2)[c:28]2[s:29][cH:30][cH:31][n:32]2)[cH:6]1. Reaction SMILES: [OH:1][C@H:2]1[C@H:7]([O:8][C:9]2[CH:14]=[CH:13][CH:12]=[CH:11][CH:10]=2)[CH2:6][CH2:5][N:4](C(OCC2C=CC=CC=2)=O)[CH2:3]1>CO.[Pd]>[OH:1][C@H:2]1[C@H:7]([O:8][C:9]2[CH:10]=[CH:11][CH:12]=[CH:13][CH:14]=2)[CH2:6][CH2:5][NH:4][CH2:3]1. Starting materials: O[C@@H]1CN(CC[C@H]1OC1=CC=CC=C1)C(=O)OCC1=CC=CC=C1 (trans-3-hydroxy-4-phenoxy-1-carbobenzyloxy-piperidine). Solvent: CO (methanol). Reported procedure: 8.2 g (0.025 mol) of trans-3-hydroxy-4-phenoxy-1-carbobenzyloxy-piperidine are dissolved in 140 ml of methanol and hydrogenated in the presence of 0.8 g of a 5% strength palladium-on-charcoal catalyst under normal pressure and at room temperature. After the absorption of hydrogen has ceased, the catalyst is filtered off by means of diatomaceous earth and the filtrate is evaporated under a water pump vacuum. The crude base crystallies from methanol/ether and gives trans-3-hydroxy-4-phenoxy-piperi... Yields the product crude base, O[C@@H]1CNCC[C@H]1OC1=CC=CC=C1 (trans-3-hydroxy-4-phenoxy-piperidine). The reagents and catalysts are [Pd] (palladium-on-charcoal). The reactants are BrC1=NC=C(C=2C1=CN(N2)C2=C(C#N)C=CC=C2Cl)F (2-(4-bromo-7-fluoropyrazolo[4,3-c]pyridin-2-yl)-3-chlorobenzonitrile), NC1=CC(=NC=N1)C(C)O (1-(6-aminopyrimidin-4-yl)-ethanol), CC1(C2=C(C(=CC=C2)P(C3=CC=CC=C3)C4=CC=CC=C4)OC5=C(C=CC=C51)P(C6=CC=CC=C6)C7=CC=CC=C7)C (Xantphos), C([O-])([O-])=O.[Cs+].[Cs+] (cesium carbonate). Reagents/catalysts: C=1C=CC(=CC1)/C=C/C(=O)/C=C/C2=CC=CC=C2.C=1C=CC(=CC1)/C=C/C(=O)/C=C/C2=CC=CC=C2.C=1C=CC(=CC1)/C=C/C(=O)/C=C/C2=CC=CC=C2.[Pd].[Pd] (Pd2(dba)3). Run in O1CCOCC1 (dioxane). Conditions: temperature 150 celsius. Yields the product ClC=1C(=C(C#N)C=CC1)N1N=C2C(C(=NC=C2F)NC2=NC=NC(=C2)C(C)O)=C1 (3-Chloro-2-{7-fluoro-4-[6-(1-hydroxyethyl)-pyrimidin-4-ylamino]-pyrazolo[4,3-c]pyridin-2-yl}-benzonitrile). Isolated yield 24.4%. Reaction SMILES: Br[C:2]1[C:7]2=[CH:8][N:9]([C:11]3[C:18]([Cl:19])=[CH:17][CH:16]=[CH:15][C:12]=3[C:13]#[N:14])[N:10]=[C:6]2[C:5]([F:20])=[CH:4][N:3]=1.[NH2:21][C:22]1[N:27]=[CH:26][N:25]=[C:24]([CH:28]([OH:30])[CH3:29])[CH:23]=1.CC1(C)C2C(=C(P(C3C=CC=CC=3)C3C=CC=CC=3)C=CC=2)OC2C(P(C3C=CC=CC=3)C3C=CC=CC=3)=CC=CC1=2.C(=O)([O-])[O-].[Cs+].[Cs+]>O1CCOCC1.C1C=CC(/C=C/C(/C=C/C2C=CC=CC=2)=O)=CC=1.C1C=CC(/C=C/C(/C=C/C2C=CC=CC=2)=O)=CC=1.C1C=CC(/C=C/C(/C=C/C2C=CC=CC=2)=O)=CC=1.[Pd].[Pd]>[Cl:19][C:18]1[C:11]([N:9]2[CH:8]=[C:7]3[C:2]([NH:21][C:22]4[CH:23]=[C:24]([CH:28]([OH:30])[CH3:29])[N:25]=[CH:26][N:27]=4)=[N:3][CH:4]=[C:5]([F:20])[C:6]3=[N:10]2)=[C:12]([CH:15]=[CH:16][CH:17]=1)[C:13]#[N:14] |f:3.4.5,7.8.9.10.11|. Procedure details: A mixture of 2-(4-bromo-7-fluoropyrazolo[4,3-c]pyridin-2-yl)-3-chlorobenzonitrile (211 mg, 0.61 mmol), 1-(6-aminopyrimidin-4-yl)-ethanol (92 mg, 0.66 mmol), Pd2(dba)3 (14 mg, 0.015 mmol), Xantphos (35 mg, 0.06 mmol) and cesium carbonate (391 mg, 1.2 mmol) in dioxane (4.0 mL) was de-gassed and purged with nitrogen and the reaction mixture was heated at 150° C. in the microwave for 30 minutes. The resultant mixture was partitioned between ethyl acetate and water. The layers were separated and the ... The reactants are BrC1=CC=C2CCN(C2=C1)C(=O)OC(C)(C)C (tert-butyl 6-bromoindoline-1-carboxylate), N1=CC=C(C=C1)B(O)O (4-pyridylboronic acid), C([O-])([O-])=O.[Na+].[Na+] (sodium carbonate). Reagents/catalysts: [Pd].C1(=CC=CC=C1)P(C1=CC=CC=C1)C1=CC=CC=C1.C1(=CC=CC=C1)P(C1=CC=CC=C1)C1=CC=CC=C1.C1(=CC=CC=C1)P(C1=CC=CC=C1)C1=CC=CC=C1.C1(=CC=CC=C1)P(C1=CC=CC=C1)C1=CC=CC=C1 (tetrakis(triphenylphosphine) palladium). Run in CN(C)C=O (DMF). Run at temperature 70 celsius, time 6 hour. Yields the product N1=CC=C(C=C1)C1=CC=C2CCN(C2=C1)C(=O)OC(C)(C)C (tert-Butyl 6-(pyridin-4-yl)indoline-1-carboxylate). The yield is 40.1%. RXN SMILES: Br[C:2]1[CH:10]=[C:9]2[C:5]([CH2:6][CH2:7][N:8]2[C:11]([O:13][C:14]([CH3:17])([CH3:16])[CH3:15])=[O:12])=[CH:4][CH:3]=1.[N:18]1[CH:23]=[CH:22][C:21](B(O)O)=[CH:20][CH:19]=1.C(=O)([O-])[O-].[Na+].[Na+]>[Pd].C1(P(C2C=CC=CC=2)C2C=CC=CC=2)C=CC=CC=1.C1(P(C2C=CC=CC=2)C2C=CC=CC=2)C=CC=CC=1.C1(P(C2C=CC=CC=2)C2C=CC=CC=2)C=CC=CC=1.C1(P(C2C=CC=CC=2)C2C=CC=CC=2)C=CC=CC=1.CN(C=O)C>[N:18]1[CH:23]=[CH:22][C:21]([C:2]2[CH:10]=[C:9]3[C:5]([CH2:6][CH2:7][N:8]3[C:11]([O:13][C:14]([CH3:17])([CH3:16])[CH3:15])=[O:12])=[CH:4][CH:3]=2)=[CH:20][CH:19]=1 |f:2.3.4,5.6.7.8.9|. Procedure: To a 20 ml vial was added tert-butyl 6-bromoindoline-1-carboxylate 50.A (500 mg, 1.7 mmole), 4-pyridylboronic acid (309 mg, 2.5 mmol), tetrakis(triphenylphosphine) palladium(388, 0.34 mmol), DMF and 3 ml of saturated sodium carbonate. The reaction was stirred at 70° C. for 6 hours at which time the reaction mixture was partitioned between 300 ml EtAc and 200 ml of water. The organic solvent was removed by rotary evaporation and the crude product purified by reverse phase preparative HPLC to give... The reactants are ClC1=CC(=C(C=C1C1=CC=C(C=C1)F)O)C1=CN=NC=C1 (6-Chloro-4′-fluoro-4-(pyridazin-4-yl)biphenyl-3-ol), O (Water), ClC=1C(=CC(=C(C1)S(=O)(=O)N(C=1SC=NN1)CC1=C(C=C(C=C1)OC)OC)F)F (5-chloro-N-(2,4-dimethoxybenzyl)-2,4-difluoro-N-(1,3,4-thiadiazol-2-yl)benzenesulfonamide), C([O-])([O-])=O.[K+].[K+] (potassium carbonate). Run in CS(=O)C (dimethyl sulfoxide). Reaction conditions: time 18 hour. Yields the product ClC=1C(=CC(=C(C1)S(=O)(=O)N(C=1SC=NN1)CC1=C(C=C(C=C1)OC)OC)F)OC=1C=C(C(=CC1C1=CN=NC=C1)Cl)C1=CC=C(C=C1)F (5-Chloro-4-(6-chloro-4′-fluoro-4-(pyridazin-4-yl)biphenyl-3-yloxy)-N-(2,4-dimethoxybenzyl)-2-fluoro-N-(1,3,4-thiadiazol-2-yl)benzenesulfonamide). Isolated yield 26.9%. RXN SMILES: [Cl:1][C:2]1[C:7]([C:8]2[CH:13]=[CH:12][C:11]([F:14])=[CH:10][CH:9]=2)=[CH:6][C:5]([OH:15])=[C:4]([C:16]2[CH:21]=[CH:20][N:19]=[N:18][CH:17]=2)[CH:3]=1.[Cl:22][C:23]1[C:24](F)=[CH:25][C:26]([F:49])=[C:27]([S:29]([N:32]([CH2:38][C:39]2[CH:44]=[CH:43][C:42]([O:45][CH3:46])=[CH:41][C:40]=2[O:47][CH3:48])[C:33]2[S:34][CH:35]=[N:36][N:37]=2)(=[O:31])=[O:30])[CH:28]=1.C(=O)([O-])[O-].[K+].[K+].O>CS(C)=O>[Cl:22][C:23]1[C:24]([O:15][C:5]2[CH:6]=[C:7]([C:8]3[CH:13]=[CH:12][C:11]([F:14])=[CH:10][CH:9]=3)[C:2]([Cl:1])=[CH:3][C:4]=2[C:16]2[CH:21]=[CH:20][N:19]=[N:18][CH:17]=2)=[CH:25][C:26]([F:49])=[C:27]([S:29]([N:32]([CH2:38][C:39]2[CH:44]=[CH:43][C:42]([O:45][CH3:46])=[CH:41][C:40]=2[O:47][CH3:48])[C:33]2[S:34][CH:35]=[N:36][N:37]=2)(=[O:30])=[O:31])[CH:28]=1 |f:2.3.4|. Reported procedure: 6-Chloro-4′-fluoro-4-(pyridazin-4-yl)biphenyl-3-ol (Preparation 102, 150 mg, 0.50 mmol), 5-chloro-N-(2,4-dimethoxybenzyl)-2,4-difluoro-N-(1,3,4-thiadiazol-2-yl)benzenesulfonamide (Preparation 16, 345 mg, 0.75 mmol), and potassium carbonate (207 mg, 1.50 mmol) were suspended in dimethyl sulfoxide (2 mL). The reaction mixture was stirred for 18 hours at room temperature. Water (50 mL) was added and the suspension was extracted with ethyl acetate (2×50 mL) and dichloromethane (3×50 mL). The organic... The reactants are N1C(CC2=CC=CC=C12)=O (oxindole), CC1=C(NC=C1C)C=O (3,4-dimethylpyrrole-2-carboxaldehyde). Reagents/catalysts: N1CCCCC1 (piperidine). Solvent: C(C)O (ethanol). Conditions: temperature 90 celsius, time 3 hour. Yields the product CC1=C(NC=C1C)C=C1C(NC2=CC=CC=C12)=O (3-[(3,4-Dimethylpyrrol-2-yl)methylene]-2-indolinone). Yield: 73.6%. RXN SMILES: [NH:1]1[C:9]2[C:4](=[CH:5][CH:6]=[CH:7][CH:8]=2)[CH2:3][C:2]1=[O:10].[CH3:11][C:12]1[C:16]([CH3:17])=[CH:15][NH:14][C:13]=1[CH:18]=O>N1CCCCC1.C(O)C>[CH3:11][C:12]1[C:16]([CH3:17])=[CH:15][NH:14][C:13]=1[CH:18]=[C:3]1[C:4]2[C:9](=[CH:8][CH:7]=[CH:6][CH:5]=2)[NH:1][C:2]1=[O:10]. Procedure: A reaction mixture of 67.0 mg (0.5 mmoles) of oxindole, 73.0 mg (0.6 mmoles) of the 3,4-dimethylpyrrole-2-carboxaldehyde, and 2 drops of piperidine in 2 mL of ethanol was stirred at 90° C. for 3 h. After cooling, the precipitate was filtered, washed with cold ethanol, and dried to yield 87.7 mg (37%) of the title compound as a yellow solid. Run at temperature 25 celsius, time 5 minute. The yield is 89.3%. Run in C(C)#N (acetonitrile). Yields the product NC1[C@@H]2N(C(=C(CS2)CSC2=NN=NN2C)C(=O)O)C1=O (7-amino-3-(1-methyl-1H-tetrazol-5 -yl)thiomethyl-3-cephem-4-carboxylic acid). Procedure details: A 3.5 ml portion of acetonitrile was added to 0.570 g of dihydrate of 5-mercapto-1-methyl-1H-tetrazole sodium salt and 0.680 g of 7-ACA, and 1.64 g of diphosphoryl tetrachloride was added dropwise to the mixture under cooling over an external bath at -30° to -20° C., followed by adding 2.29 g of DCPA and rinsing with 0.5 ml of acetonitrile. The reaction solution was stirred at -5° to 0° C. for 5 minutes, warmed at 25° C., and stirred for 40 minutes to allow the reaction to proceed. The reaction ... The reactants are dihydrate, [Na].SC1=NN=NN1C (5-mercapto-1-methyl-1H-tetrazole sodium salt), CC(=O)OCC1=C(N2[C@@H]([C@@H](C2=O)N)SC1)C(=O)O (7-ACA), P(=O)(OP(=O)(Cl)Cl)(Cl)Cl (diphosphoryl tetrachloride), COC(=O)C1=C(C(=C(C(=C1Cl)Cl)C(=O)OC)Cl)Cl (DCPA), N (ammonia), ice water. RXN SMILES: [Na].[SH:2][C:3]1[N:7]([CH3:8])[N:6]=[N:5][N:4]=1.CC(O[CH2:13][C:14]1[CH2:23][S:22][C@@H:17]2[C@H:18]([NH2:21])[C:19](=[O:20])[N:16]2[C:15]=1[C:24]([OH:26])=[O:25])=O.P(Cl)(Cl)(OP(Cl)(Cl)=O)=O.COC(C1C(Cl)=C(Cl)C(C(OC)=O)=C(Cl)C=1Cl)=O.N>C(#N)C>[NH2:21][CH:18]1[C:19](=[O:20])[N:16]2[C:15]([C:24]([OH:26])=[O:25])=[C:14]([CH2:13][S:2][C:3]3[N:7]([CH3:8])[N:6]=[N:5][N:4]=3)[CH2:23][S:22][C@H:17]12 |f:0.1,^1:0|.